Dataset: the Open Reaction Database (ORD), a public repository of structured organic reaction records. Task: describe an organic reaction: reactants, conditions, products, and yield Starting materials: [N+](=O)([O-])C=1C=C(C=CC1)CC(=O)NC=1SC=C(N1)C1=CNC2=NC=CC=C21 (2-(3-Nitro-phenyl)-N-[4-(1H-pyrrolo[2,3-b]pyridin-3-yl)-thiazol-2-yl]-acetamide), C(=O)[O-].[NH4+] (ammonium formate). Reagents/catalysts: [Pd] (Pd/C). The solvent is CO (MeOH), CCOC(=O)C (EtOAc). The product is NC=1C=C(C=CC1)CC(=O)NC=1SC=C(N1)C1=CNC2=NC=CC=C21 (2-(3-Amino-phenyl)-N-[4-(1H-pyrrolo[2,3-b]pyridin-3-yl)-thiazol-2-yl]-acetamide). The yield is 55.0%. RXN SMILES: [N+:1]([C:4]1[CH:5]=[C:6]([CH2:10][C:11]([NH:13][C:14]2[S:15][CH:16]=[C:17]([C:19]3[C:27]4[C:22](=[N:23][CH:24]=[CH:25][CH:26]=4)[NH:21][CH:20]=3)[N:18]=2)=[O:12])[CH:7]=[CH:8][CH:9]=1)([O-])=O.C([O-])=O.[NH4+]>CO.CCOC(C)=O.[Pd]>[NH2:1][C:4]1[CH:5]=[C:6]([CH2:10][C:11]([NH:13][C:14]2[S:15][CH:16]=[C:17]([C:19]3[C:27]4[C:22](=[N:23][CH:24]=[CH:25][CH:26]=4)[NH:21][CH:20]=3)[N:18]=2)=[O:12])[CH:7]=[CH:8][CH:9]=1 |f:1.2|. Reported procedure: 2-(3-Nitro-phenyl)-N-[4-(1H-pyrrolo[2,3-b]pyridin-3-yl)-thiazol-2-yl]-acetamide (1 g, 2.6 mmol) was dissolved in MeOH (100 ml) and added 10% Pd/C (100 mg) followed by ammonium formate (3eq, 500 mg). The reaction mixture was refluxed overnight. Then the reaction mixture was filtered and concentrated to give a white solid. The solid was taken up in EtOAc, filtered again, concentrated to give white solid. (500 mg, 55% yield). The reactants are C(#N)C1=CC=C(C(=O)Cl)C=C1 (4-Cyanobenzoyl chloride), [S-]C#N.[NH4+] (ammonium thiocyanate), CC(=O)C (acetone). Reaction conditions: time 30 minute. Yields the product C(#N)C1=CC=C(C(=O)NC(=S)NC2CC2)C=C1 (1-(4-cyanobenzoyl)-3-cyclopropylthiourea). As a reaction SMILES: [C:1]([C:3]1[CH:11]=[CH:10][C:6]([C:7](Cl)=[O:8])=[CH:5][CH:4]=1)#[N:2].[S-:12][C:13]#[N:14].[NH4+:15].[CH3:16][C:17]([CH3:19])=O>>[C:1]([C:3]1[CH:11]=[CH:10][C:6]([C:7]([NH:14][C:13]([NH:15][CH:17]2[CH2:19][CH2:16]2)=[S:12])=[O:8])=[CH:5][CH:4]=1)#[N:2] |f:1.2|. Reported procedure: 4-Cyanobenzoyl chloride (20 g) was added in portions to a solution of ammonium thiocyanate (9.2 g) in acetone (200 ml) at room temperature, followed by heating under reflux for 20 minutes. The reaction mixture was ice-cooled, and after removal of the insoluble substance by filtration, the filtrate was evaporated under reduced pressure. To the resulting residue were added toluene (100 ml) and cyclopropylamine (7.6 g) successively, followed by stirred for 30 minutes. The precipitated crystals were...